From a dataset of the Open Reaction Database (ORD), a public repository of structured organic reaction records. describe an organic reaction: reactants, conditions, products, and yield Reactants: ClCCl, COCCOc1nc(N)c2nc(OC)n(Cc3cccc(CO)c3)c2n1, BrP(Br)Br. Product: COCCOc1nc(N)c2nc(OC)n(Cc3cccc(CBr)c3)c2n1. Reaction SMILES: [Cl:31][CH2:32][Cl:33].[NH2:1][c:2]1[c:3]2[n:4][c:5]([O:25][CH3:26])[n:6]([CH2:16][c:17]3[cH:18][c:19]([CH2:23][OH:24])[cH:20][cH:21][cH:22]3)[c:7]2[n:8][c:9]([O:11][CH2:12][CH2:13][O:14][CH3:15])[n:10]1.[P:27]([Br:28])([Br:29])[Br:30]>>[NH2:1][c:2]1[c:3]2[n:4][c:5]([O:25][CH3:26])[n:6]([CH2:16][c:17]3[cH:18][c:19]([CH2:23][Br:28])[cH:20][cH:21][cH:22]3)[c:7]2[n:8][c:9]([O:11][CH2:12][CH2:13][O:14][CH3:15])[n:10]1. The reactants are ClC1=NC=C(C2=C(C=CC=C12)Cl)O (1,5-dichloroisoquinoline-4-ol), C1CCC2=NCCCN2CC1 (DBU), C(C)(C)Cl (isopropyl chloride). Run at temperature 120 celsius. Yields the product ClC1=NC=C(C2=C(C=CC=C12)Cl)OCC (1,5-dichloro-4-ethoxyisoquinoline). Isolated yield 53.2%. Reaction SMILES: [Cl:1][C:2]1[C:11]2[C:6](=[C:7]([Cl:12])[CH:8]=[CH:9][CH:10]=2)[C:5]([OH:13])=[CH:4][N:3]=1.[CH2:14]1CCN2C(=NCCC2)C[CH2:15]1.C(Cl)(C)C>>[Cl:1][C:2]1[C:11]2[C:6](=[C:7]([Cl:12])[CH:8]=[CH:9][CH:10]=2)[C:5]([O:13][CH2:14][CH3:15])=[CH:4][N:3]=1. Reported procedure: To a solution of 1,5-dichloroisoquinoline-4-ol (0.5 g, 2.33 mmol) in DBU (1.06 g, 7.01 mmol) was added isopropyl chloride (0.27 g, 3.5 mmol) at room temperature. The reaction vessel (Pressure tube) was sealed and heated at 120° C. for 6 h. The reaction mass was quenched with 1.5 N HCl solution and extracted with ethyl acetate. The combined organic layer was dried over anhydrous Na2SO4 and evaporated under reduced pressure to get crude compound. The crude compound was purified by silica gel chrom... The reactants are C1(=CC=CC=C1)CC(=O)N (phenylacetamide), CC(C=O)(C)C (trimethylacetaldehyde), N1N=NC2=C1C=CC=C2 (1H-1,2,3-benzotriazole). The reagents and catalysts are C1(=CC=C(C=C1)S(=O)(=O)O)C (p-toluenesulfonic acid). The solvent is C1(=CC=CC=C1)C (toluene). Product: N1(N=NC2=C1C=CC=C2)C(C(C)(C)C)NC(CC2=CC=CC=C2)=O (N-[1-(1H-1,2,3-benzotriazol-1-yl)-2,2-dimethylpropyl]-2-phenylacetamide). Isolated yield 87.5%. RXN SMILES: [C:1]1([CH2:7][C:8]([NH2:10])=[O:9])[CH:6]=[CH:5][CH:4]=[CH:3][CH:2]=1.[CH3:11][C:12]([CH3:16])([CH3:15])[CH:13]=O.[NH:17]1[C:21]2[CH:22]=[CH:23][CH:24]=[CH:25][C:20]=2[N:19]=[N:18]1>C1(C)C=CC=CC=1.C1(C)C=CC(S(O)(=O)=O)=CC=1>[N:17]1([CH:13]([NH:10][C:8](=[O:9])[CH2:7][C:1]2[CH:6]=[CH:5][CH:4]=[CH:3][CH:2]=2)[C:12]([CH3:16])([CH3:15])[CH3:11])[C:21]2[CH:22]=[CH:23][CH:24]=[CH:25][C:20]=2[N:19]=[N:18]1. Procedure details: A suspension of phenylacetamide (2.9 g, 21.45 mmol), trimethylacetaldehyde (5.42 g, 63.00 mmol), and 1H-1,2,3-benzotriazole (2.56 g, 21.45 mmol) in toluene (75 mL) was treated with p-toluenesulfonic acid (0.200 g, 1.00 mmol). The solution was heated at reflux under Dean-Stark conditions for 10 hours, cooled gradually to ambient temperature. The mixture was concentrated under reduced pressure and purified by flash chromatography on silica gel (sequential elution with 10, 15, and 20% of ethyl acet... The reactants are C(CCC)[Li] (n-Butyllithium), S1C=CC=C1 (thiophene), C1(CCCCC1)=O (cyclohexanone), 1h, Cl (hydrochloric acid), CC=1C=CC(=CC1)S(=O)(=O)O (PTSA). Run in CCOCC (ether), C1=CC=CC=C1 (benzene), CCOCC (ether). Reaction conditions: time 16 hour. The product is C1(=CCCCC1)C=1SC=CC1 (2-(1-Cyclohexenyl)thiophene). Reaction SMILES: C([Li])CCC.[S:6]1[CH:10]=[CH:9][CH:8]=[CH:7]1.[C:11]1(=O)[CH2:16][CH2:15][CH2:14][CH2:13][CH2:12]1.Cl.CC1C=CC(S(O)(=O)=O)=CC=1>CCOCC.C1C=CC=CC=1>[C:11]1([C:7]2[S:6][CH:10]=[CH:9][CH:8]=2)[CH2:16][CH2:15][CH2:14][CH2:13][CH:12]=1. Procedure: n-Butyllithium (40.7 ml, 1.5 M) was added dropwise to a stirred solution of thiophene (5 g) in dry ether (50 ml) and the mixture heated under reflux for 30 min. After cooling to -78°, cyclohexanone (6.21 ml) in dry ether (30 ml) was added dropwise and the temperature allowed to rise to ambient. After 1h 2N hydrochloric acid (80 ml) was added and stirring continued for 16h. The organic layer was separated and the aqueous layer extracted with ether (2×40 ml). The combined extracts were washed with... Starting materials: CCO, [Na+], [Na+], O=[N+]([O-])c1ccc2oc(N3CCOCC3)nc2c1, O, O, O=S([O-])S(=O)[O-]. The product is Nc1ccc2oc(N3CCOCC3)nc2c1. Reaction SMILES: [CH2:28]([OH:29])[CH3:30].[Na+:25].[Na+:26].[O:1]1[CH2:2][CH2:3][N:4]([c:7]2[o:8][c:9]3[c:10]([n:11]2)[cH:12][c:13]([N+:16]([O-:17])=[O:18])[cH:14][cH:15]3)[CH2:5][CH2:6]1.[OH2:27].[OH2:31].[S:19]([S:20]([O-:21])=[O:22])([O-:23])=[O:24]>>[O:1]1[CH2:2][CH2:3][N:4]([c:7]2[o:8][c:9]3[c:10]([n:11]2)[cH:12][c:13]([NH2:16])[cH:14][cH:15]3)[CH2:5][CH2:6]1. Reactants: C(C)(C)OC(=O)N1C2=C(C(CCC1)=O)C=C(C(=C2)Cl)Br (7-Bromo-8-chloro-5-oxo-2,3,4,5-tetrahydro-benzo[b]azepine-1-carboxylic acid isopropyl ester), FC(C=1C=C(CN)C=C(C1)C(F)(F)F)(F)F (3,5-bistrifluoromethyl benzyl amine), C(#N)[BH3-].[Na+] (sodium cyanoborohydride). Reagents/catalysts: CC([O-])C.[Ti+4].CC([O-])C.CC([O-])C.CC([O-])C (titanium(IV) isopropoxide). The solvent is CO (MeOH). Run at time 8 hour. Product: C(C)(C)OC(=O)N1C2=C(C(CCC1)NCC1=CC(=CC(=C1)C(F)(F)F)C(F)(F)F)C=C(C(=C2)Cl)Br (5-(3,5-Bis-trifluoromethyl-benzylamino)-7-bromo-8-chloro-2,3,4,5-tetrahydro-benzo[b]azepine-1-carboxylic acid isopropyl ester). Isolated yield 91.9%. As a reaction SMILES: [CH:1]([O:4][C:5]([N:7]1[CH2:13][CH2:12][CH2:11][C:10](=O)[C:9]2[CH:15]=[C:16]([Br:20])[C:17]([Cl:19])=[CH:18][C:8]1=2)=[O:6])([CH3:3])[CH3:2].[F:21][C:22]([F:36])([F:35])[C:23]1[CH:24]=[C:25]([CH:28]=[C:29]([C:31]([F:34])([F:33])[F:32])[CH:30]=1)[CH2:26][NH2:27].C([BH3-])#N.[Na+]>CO.CC(C)[O-].[Ti+4].CC(C)[O-].CC(C)[O-].CC(C)[O-]>[CH:1]([O:4][C:5]([N:7]1[CH2:13][CH2:12][CH2:11][CH:10]([NH:27][CH2:26][C:25]2[CH:28]=[C:29]([C:31]([F:32])([F:33])[F:34])[CH:30]=[C:23]([C:22]([F:21])([F:35])[F:36])[CH:24]=2)[C:9]2[CH:15]=[C:16]([Br:20])[C:17]([Cl:19])=[CH:18][C:8]1=2)=[O:6])([CH3:3])[CH3:2] |f:2.3,5.6.7.8.9|. Reported procedure: A mixture of 7-Bromo-8-chloro-5-oxo-2,3,4,5-tetrahydro-benzo[b]azepine-1-carboxylic acid isopropyl ester (0.98 g, 2.72 mmole), 3,5-bistrifluoromethyl benzyl amine (0.682 g, 2.72 mmol) and titanium(IV) isopropoxide (1.00 ml, 3.26 mmol) was stirred at room temperature overnight. To it was added sodium cyanoborohydride (0.684 g, 10.9 mmole) in MeOH (20.0 ml) and the reaction was continued at room temperature for 6 hours. The mixture was partitioned between ethyl acetate (50.0 ml) and water (50.0 ml... Starting materials: [Br-], Cc1ccccc1, CCCC[N+](CCCC)(CCCC)CCCC, OCCC(O)CCC(F)=C(F)F, [Na+], [OH-], O, Sc1nnnn1-c1ccccc1. The product is OC(CCSc1nnnn1-c1ccccc1)CCC(F)=C(F)F. Reaction SMILES: [Br-:35].[CH3:28][c:29]1[cH:30][cH:31][cH:32][cH:33][cH:34]1.[CH3:36][CH2:37][CH2:38][CH2:39][N+:40]([CH2:41][CH2:42][CH2:43][CH3:44])([CH2:45][CH2:46][CH2:47][CH3:48])[CH2:49][CH2:50][CH2:51][CH3:52].[F:1][C:2]([CH2:3][CH2:4][CH:5]([CH2:6][CH2:7][OH:8])[OH:9])=[C:10]([F:11])[F:12].[Na+:14].[OH-:13].[OH2:27].[c:15]1(-[n:21]2[n:22][n:23][n:24][c:25]2[SH:26])[cH:16][cH:17][cH:18][cH:19][cH:20]1>>[F:1][C:2]([CH2:3][CH2:4][CH:5]([CH2:6][CH2:7][S:26][c:25]1[n:21](-[c:15]2[cH:16][cH:17][cH:18][cH:19][cH:20]2)[n:22][n:23][n:24]1)[OH:9])=[C:10]([F:11])[F:12]. Starting materials: CCc1ccccc1-c1cccc(Br)c1OCc1ccccc1, [C-]#N, CN(C)C=O. The product is CCc1ccccc1-c1cccc(C#N)c1OCc1ccccc1. Reaction SMILES: [Br:1][c:2]1[cH:3][cH:4][cH:5][c:6](-[c:16]2[c:17]([CH2:18][CH3:19])[cH:20][cH:21][cH:22][cH:23]2)[c:7]1[O:8][CH2:9][c:10]1[cH:11][cH:12][cH:13][cH:14][cH:15]1.[C-:24]#[N:25].[O:26]=[CH:27][N:28]([CH3:29])[CH3:30]>>[c:2]1([C:24]#[N:25])[cH:3][cH:4][cH:5][c:6](-[c:16]2[c:17]([CH2:18][CH3:19])[cH:20][cH:21][cH:22][cH:23]2)[c:7]1[O:8][CH2:9][c:10]1[cH:11][cH:12][cH:13][cH:14][cH:15]1.